From a dataset of the Open Reaction Database (ORD), a public repository of structured organic reaction records. describe an organic reaction: reactants, conditions, products, and yield The reactants are C(C)(=O)O (acetic acid), FC1=CC=C(C=C1)C1=NNC(=C1)C(=O)OCC (Ethyl 3-(4-fluorophenyl)-1H-pyrazole-5-carboxylate), [H-].[Al+3].[Li+].[H-].[H-].[H-] (lithium aluminum hydride). Run in C(C)O (ethanol). Yields the product FC1=CC=C(C=C1)C1=NNC(=C1)CO (3-(4-fluorophenyl)-1H-pyrazol-5-yl-methanol). RXN SMILES: C(O)(=O)C.[F:5][C:6]1[CH:11]=[CH:10][C:9]([C:12]2[CH:16]=[C:15]([C:17](OCC)=[O:18])[NH:14][N:13]=2)=[CH:8][CH:7]=1.[H-].[Al+3].[Li+].[H-].[H-].[H-]>C(O)C>[F:5][C:6]1[CH:7]=[CH:8][C:9]([C:12]2[CH:16]=[C:15]([CH2:17][OH:18])[NH:14][N:13]=2)=[CH:10][CH:11]=1 |f:2.3.4.5.6.7|. Reported procedure: In a further embodiment, a pyrazole cyclization reaction is provided in Scheme 14A. In this embodiment, 1-(4-fluorophenyl)ethanone is reacted with diethyl oxalate to provide ethyl 4-(4-fluorophenyl)-2,4-dioxobutanoate. In one embodiment, this reaction is performed in the presence of a base such as potassium tert-butoxide. In another embodiment, this reaction is performed at about room temperature for about 24 hours. The pyrazole ring is then generated by reaction of ethyl 4-(4-fluorophenyl)-2,4-...